describe an organic reaction: reactants, conditions, products, and yield From a dataset of the Open Reaction Database (ORD), a public repository of structured organic reaction records. Starting materials: CON(C(CCC1=C(C=C(C=C1Cl)Cl)Cl)=O)C (N-methoxy-N-methyl-3-(2,4,6-trichloro-phenyl)-propionamide), CC(C)C[AlH]CC(C)C (DIBAL-H). The solvent is C1(=CC=CC=C1)C (toluene). Conditions: temperature -60 celsius, time 3 hour. Product: ClC1=C(C(=CC(=C1)Cl)Cl)CCC=O (3-(2,4,6-trichloro-phenyl)-propionaldehyde). Isolated yield 62.3%. As a reaction SMILES: CON(C)[C:4](=[O:16])[CH2:5][CH2:6][C:7]1[C:12]([Cl:13])=[CH:11][C:10]([Cl:14])=[CH:9][C:8]=1[Cl:15].CC(C[AlH]CC(C)C)C>C1(C)C=CC=CC=1>[Cl:13][C:12]1[CH:11]=[C:10]([Cl:14])[CH:9]=[C:8]([Cl:15])[C:7]=1[CH2:6][CH2:5][CH:4]=[O:16]. Reported procedure: To a stirred solution N-methoxy-N-methyl-3-(2,4,6-trichloro-phenyl)-propionamide (0.9 g, 3.04 mmol) in toluene (18 mL), DIBAL-H (15.2 mL, 15.2 mmol) was added at −60° C. slowly in drops over a period of 20 minutes and the reaction mass was stirred at −60° C. for 3 hours. Reaction mass was then quenched with dil. HCl (20 ml) in drops, followed by dilution with water (10 ml) and stirred for 15 minutes. Toluene layer was separated and resulting aqueous phase was extracted with ethyl acetate (30 mL×... The reactants are Br[Mg]c1ccccc1, CC(C)(C)OC(=O)n1nc(-c2cc3cc(C=O)ccc3n2C(=O)OC(C)(C)C)c2sccc21, C1CCOC1. Product: CC(C)(C)OC(=O)n1nc(-c2cc3cc(C(O)c4ccccc4)ccc3n2C(=O)OC(C)(C)C)c2sccc21. RXN SMILES: [Br:34][Mg:35][c:36]1[cH:37][cH:38][cH:39][cH:40][cH:41]1.[C:1]([CH3:2])([CH3:3])([CH3:4])[O:5][C:6](=[O:7])[n:8]1[c:9](-[c:19]2[c:20]3[c:21]([n:22]([C:24](=[O:25])[O:26][C:27]([CH3:28])([CH3:29])[CH3:30])[n:23]2)[cH:31][cH:32][s:33]3)[cH:10][c:11]2[cH:12][c:13]([CH:17]=[O:18])[cH:14][cH:15][c:16]12.[O:42]1[CH2:43][CH2:44][CH2:45][CH2:46]1>>[C:1]([CH3:2])([CH3:3])([CH3:4])[O:5][C:6](=[O:7])[n:8]1[c:9](-[c:19]2[c:20]3[c:21]([n:22]([C:24](=[O:25])[O:26][C:27]([CH3:28])([CH3:29])[CH3:30])[n:23]2)[cH:31][cH:32][s:33]3)[cH:10][c:11]2[cH:12][c:13]([CH:17]([OH:18])[c:36]3[cH:37][cH:38][cH:39][cH:40][cH:41]3)[cH:14][cH:15][c:16]12. Reactants: [N+](=O)([O-])C1=CC=C2C=CNC2=C1 (6-nitro-1H-indole), CN1CCC(CC1)=O (1-methyl-4-piperidone). Product: [N+](=O)([O-])C1=CC=C2C(=CNC2=C1)C=1CCN(CC1)C (6-nitro-3-(1-methyl-1,2,3,6-tetrahydropyridin-4-yl)-1H-indole). Yield: 81.2%. As a reaction SMILES: [N+:1]([C:4]1[CH:12]=[C:11]2[C:7]([CH:8]=[CH:9][NH:10]2)=[CH:6][CH:5]=1)([O-:3])=[O:2].[CH3:13][N:14]1[CH2:19][CH2:18][C:17](=O)[CH2:16][CH2:15]1>>[N+:1]([C:4]1[CH:12]=[C:11]2[C:7]([C:8]([C:17]3[CH2:18][CH2:19][N:14]([CH3:13])[CH2:15][CH:16]=3)=[CH:9][NH:10]2)=[CH:6][CH:5]=1)([O-:3])=[O:2]. Reported procedure: Beginning with 2.00 gm (12.3 mMol) 6-nitro-1H-indole and 3.00 mL (24.7 mMol) 1-methyl-4-piperidone, 2.57 gm (81%) of the title compound were recovered as a yellow solid.